Task: describe an organic reaction: reactants, conditions, products, and yield. Dataset: the Open Reaction Database (ORD), a public repository of structured organic reaction records Reactants: C(CCCCCCCCCCCCCCCCCCCCC)O (behenyl alcohol), C(C1=CC=CC=C1)(=O)O (benzoic acid), stannous oxalate. Conditions: temperature 100 celsius, time 2 hour. Product: C(C1=CC=CC=C1)(=O)OCCCCCCCCCCCCCCCCCCCCCC (Behenyl Benzoate). RXN SMILES: [CH2:1]([OH:23])[CH2:2][CH2:3][CH2:4][CH2:5][CH2:6][CH2:7][CH2:8][CH2:9][CH2:10][CH2:11][CH2:12][CH2:13][CH2:14][CH2:15][CH2:16][CH2:17][CH2:18][CH2:19][CH2:20][CH2:21][CH3:22].[C:24](O)(=[O:31])[C:25]1[CH:30]=[CH:29][CH:28]=[CH:27][CH:26]=1>>[C:24]([O:23][CH2:1][CH2:2][CH2:3][CH2:4][CH2:5][CH2:6][CH2:7][CH2:8][CH2:9][CH2:10][CH2:11][CH2:12][CH2:13][CH2:14][CH2:15][CH2:16][CH2:17][CH2:18][CH2:19][CH2:20][CH2:21][CH3:22])(=[O:31])[C:25]1[CH:30]=[CH:29][CH:28]=[CH:27][CH:26]=1. Procedure details: A mixture of 106.5 gms. (0.326 moles) of behenyl alcohol, 43.5 gms. (0.343 moles) of benzoic acid and 225 mgms. stannous oxalate was heated to 230° C. under nitrogen. The reaction was held at 230° C. for two hours, and the distillate collected. It was then cooled to 100° C. The acidity was 10.0 mg KOH/gm. The ester was then given a treatment for 30 minutes at 85° C. with 50 gms. deionized water, 2 gms. sodium carbonate, 2 gms. sodium chloride, and 1 gm. hydrogen peroxide. It was then allowed to ... Reactants: C1CCOC1, CO, NN, Cn1nccc1-c1cc(C(=O)NC(Cc2ccccc2C(F)(F)F)CN2C(=O)c3ccccc3C2=O)co1. The product is Cn1nccc1-c1cc(C(=O)NC(CN)Cc2ccccc2C(F)(F)F)co1. As a reaction SMILES: [CH2:43]1[O:44][CH2:45][CH2:46][CH2:47]1.[CH3:39][OH:40].[NH2:41][NH2:42].[O:1]=[C:2]1[N:3]([CH2:12][CH:13]([CH2:14][c:15]2[c:16]([C:21]([F:22])([F:23])[F:24])[cH:17][cH:18][cH:19][cH:20]2)[NH:25][C:26](=[O:27])[c:28]2[cH:29][o:30][c:31](-[c:33]3[cH:34][cH:35][n:36][n:37]3[CH3:38])[cH:32]2)[C:10](=[O:11])[c:5]2[c:4]1[cH:9][cH:8][cH:7][cH:6]2>>[NH2:3][CH2:12][CH:13]([CH2:14][c:15]1[c:16]([C:21]([F:22])([F:23])[F:24])[cH:17][cH:18][cH:19][cH:20]1)[NH:25][C:26](=[O:27])[c:28]1[cH:29][o:30][c:31](-[c:33]2[cH:34][cH:35][n:36][n:37]2[CH3:38])[cH:32]1.